Dataset: the Open Reaction Database (ORD), a public repository of structured organic reaction records. Task: describe an organic reaction: reactants, conditions, products, and yield Reactants: C1(=CC=CC=C1)P(C1=CC=CC=C1)C1=CC=CC=C1 (triphenylphosphine), BrCC=1CS[C@H]2N(C1C(=O)OC(C1=CC=CC=C1)C1=CC=CC=C1)C([C@H]2NC=O)=O (diphenylmethyl 3-bromomethyl-7β-formamidoceph-3-em-4-carboxylate). Run in C(C)(=O)OCC (ethyl acetate), C(C)(=O)OCC (ethyl acetate). Conditions: time 8 hour. The product is [Br-].C1(=CC=CC=C1)C(OC(=O)C1=C(CS[C@H]2N1C([C@H]2NC=O)=O)C[P+](C2=CC=CC=C2)(C2=CC=CC=C2)C2=CC=CC=C2)C2=CC=CC=C2 ([4-Diphenylmethoxycarbonyl-7β-formamidoceph-3-em-3-ylmethyl]-triphenylphosphonium Bromide). Isolated yield 86.3%. As a reaction SMILES: [C:1]1([P:7]([C:14]2[CH:19]=[CH:18][CH:17]=[CH:16][CH:15]=2)[C:8]2[CH:13]=[CH:12][CH:11]=[CH:10][CH:9]=2)[CH:6]=[CH:5][CH:4]=[CH:3][CH:2]=1.[Br:20][CH2:21][C:22]1[CH2:23][S:24][C@@H:25]2[C@H:45]([NH:46][CH:47]=[O:48])[C:44](=[O:49])[N:26]2[C:27]=1[C:28]([O:30][CH:31]([C:38]1[CH:43]=[CH:42][CH:41]=[CH:40][CH:39]=1)[C:32]1[CH:37]=[CH:36][CH:35]=[CH:34][CH:33]=1)=[O:29]>C(OCC)(=O)C>[Br-:20].[C:38]1([CH:31]([C:32]2[CH:33]=[CH:34][CH:35]=[CH:36][CH:37]=2)[O:30][C:28]([C:27]2[N:26]3[C:44](=[O:49])[C@@H:45]([NH:46][CH:47]=[O:48])[C@H:25]3[S:24][CH2:23][C:22]=2[CH2:21][P+:7]([C:1]2[CH:2]=[CH:3][CH:4]=[CH:5][CH:6]=2)([C:8]2[CH:13]=[CH:12][CH:11]=[CH:10][CH:9]=2)[C:14]2[CH:15]=[CH:16][CH:17]=[CH:18][CH:19]=2)=[O:29])[CH:39]=[CH:40][CH:41]=[CH:42][CH:43]=1 |f:3.4|. Procedure: A solution of triphenylphosphine (1.47 g, 1.5 equiv.) in ethyl acetate (10 ml) was added to a stirred solution of diphenylmethyl 3-bromomethyl-7β-formamidoceph-3-em-4-carboxylate (1.82 g, 3.725 mmole) in ethyl acetate (50 ml). The mixture was stirred overnight at ca. 20° out of direct light, and the precipitated solid was filtered off, washed with ethyl acetate and dried to give the title phosphonium salt (2.41 g, 86%), λmax. (EtOH) 268.5 nm (ε 8,700) and 275.5 nm (ε 8,150), νmax. (CHBr3) 3440 (...